Dataset: the Open Reaction Database (ORD), a public repository of structured organic reaction records. Task: describe an organic reaction: reactants, conditions, products, and yield Product: CC=1SC=C(N1)C(=O)NC1=C2C=NNC2=CC(=C1)C1=CC(NC=C1)=O (2-Methyl-N-[6-(2-oxo-1,2-dihydro-4-pyridinyl)-1H-indazol-4-yl]-1,3-thiazole-4-carboxamide). Reaction SMILES: Br[C:2]1[CH:10]=[C:9]2[C:5]([CH:6]=[N:7][NH:8]2)=[C:4]([NH:11][C:12]([C:14]2[N:15]=[C:16]([CH3:19])[S:17][CH:18]=2)=[O:13])[CH:3]=1.B1(B2OC(C)(C)C(C)(C)O2)OC(C)(C)C(C)(C)O1.C([O-])(=O)C.[K+].Br[C:44]1[CH:49]=[CH:48][NH:47][C:46](=[O:50])[CH:45]=1.C(=O)(O)[O-].[Na+]>C1C=CC(P(C2C=CC=CC=2)[C-]2C=CC=C2)=CC=1.C1C=CC(P(C2C=CC=CC=2)[C-]2C=CC=C2)=CC=1.Cl[Pd]Cl.[Fe+2].C1C=CC([P]([Pd]([P](C2C=CC=CC=2)(C2C=CC=CC=2)C2C=CC=CC=2)([P](C2C=CC=CC=2)(C2C=CC=CC=2)C2C=CC=CC=2)[P](C2C=CC=CC=2)(C2C=CC=CC=2)C2C=CC=CC=2)(C2C=CC=CC=2)C2C=CC=CC=2)=CC=1.CC(N(C)C)=O>[CH3:19][C:16]1[S:17][CH:18]=[C:14]([C:12]([NH:11][C:4]2[CH:3]=[C:2]([C:44]3[CH:49]=[CH:48][NH:47][C:46](=[O:50])[CH:45]=3)[CH:10]=[C:9]3[C:5]=2[CH:6]=[N:7][NH:8]3)=[O:13])[N:15]=1 |f:2.3,5.6,7.8.9.10,^1:99,101,120,139|. Starting materials: BrC1=CC(NC=C1)=O (4-Bromo-2-pyridone), C([O-])(O)=O.[Na+] (sodium bicarbonate), BrC1=CC(=C2C=NNC2=C1)NC(=O)C=1N=C(SC1)C (N-(6-Bromo-1H-indazol-4-yl)-2-methyl-1,3-thiazole-4-carboxamide), B1(OC(C(O1)(C)C)(C)C)B2OC(C(O2)(C)C)(C)C (bis(pinacolato)diboron), C(C)(=O)[O-].[K+] (potassium acetate), C([O-])(O)=O.[Na+] (sodium bicarbonate). Reaction conditions: temperature 80 celsius. The reagents and catalysts are C=1C=CC(=CC1)[P](C=2C=CC=CC2)(C=3C=CC=CC3)[Pd]([P](C=4C=CC=CC4)(C=5C=CC=CC5)C=6C=CC=CC6)([P](C=7C=CC=CC7)(C=8C=CC=CC8)C=9C=CC=CC9)[P](C=1C=CC=CC1)(C=1C=CC=CC1)C=1C=CC=CC1 (Pd(PPh3)4), C1=CC=C(C=C1)P([C-]2C=CC=C2)C3=CC=CC=C3.C1=CC=C(C=C1)P([C-]2C=CC=C2)C3=CC=CC=C3.Cl[Pd]Cl.[Fe+2] (Pd(dppf)Cl2), C1=CC=C(C=C1)P([C-]2C=CC=C2)C3=CC=CC=C3.C1=CC=C(C=C1)P([C-]2C=CC=C2)C3=CC=CC=C3.Cl[Pd]Cl.[Fe+2] (Pd(dppf)Cl2). Solvent: CC(=O)N(C)C (DMA). Yield: 4.8%. Reported procedure: N-(6-Bromo-1H-indazol-4-yl)-2-methyl-1,3-thiazole-4-carboxamide (200 mg, 0.59 mmol), bis(pinacolato)diboron (166 mg, 0.652 mmol), Pd(dppf)Cl2 (48 mg, 0.06 mmol) and potassium acetate (175 mg, 1.78 mmol) were combined in a microwave vial and DMA (10 ml) was added. The solution was degassed and then heated in a Biotage initiator at 80° C. for 20 minutes. More Pd(dppf)Cl2 (48.4 mg, 0.059 mmol) was added, the solution was degassed and heated again at 80° C. for 20 minutes. 4-Bromo-2-pyridone (206 mg... The reactants are C(C1=CC=CC=C1)OC(=O)N[C@@H](CCC(=O)OC)CF ((S)-4-((benzyloxycarbonyl)amino)-5-fluoropentanoic acid, methyl ester), C[Si]([N-][Si](C)(C)C)(C)C.[Li+] (lithium hexamethyldisilazide), solution, C(CCC)[Li] (n-butyllithium), C[Si](N[Si](C)(C)C)(C)C (hexamethyldisilazane), CN(CCN(C)C)C (tetramethylethylenediamine), C1(=CC=CC=C1)[Se]Cl (phenylselenenyl chloride). Run in O1CCCC1 (tetrahydrofuran), CCCCCC (hexane), O1CCCC1 (tetrahydrofuran), O1CCCC1 (tetrahydrofuran), O1CCCC1 (tetrahydrofuran). Run at temperature -78 celsius, time 1 hour. The product is C(C1=CC=CC=C1)OC(=O)NC(C[C@@H](C(=O)OC)[Se]C1=CC=CC=C1)CF (methyl (S)-4-(benzyloxycarbonylamino)-5-fluoro-2-(phenylselenyl)pentanoate). Reaction SMILES: [CH2:1]([O:8][C:9]([NH:11][C@H:12]([CH2:19][F:20])[CH2:13][CH2:14][C:15]([O:17][CH3:18])=[O:16])=[O:10])[C:2]1[CH:7]=[CH:6][CH:5]=[CH:4][CH:3]=1.C[Si](C)(C)[N-][Si](C)(C)C.[Li+].C([Li])CCC.C[Si](C)(C)N[Si](C)(C)C.CN(C)CCN(C)C.[C:53]1([Se:59]Cl)[CH:58]=[CH:57][CH:56]=[CH:55][CH:54]=1>O1CCCC1.CCCCCC>[CH2:1]([O:8][C:9]([NH:11][CH:12]([CH2:19][F:20])[CH2:13][C@H:14]([Se:59][C:53]1[CH:58]=[CH:57][CH:56]=[CH:55][CH:54]=1)[C:15]([O:17][CH3:18])=[O:16])=[O:10])[C:2]1[CH:3]=[CH:4][CH:5]=[CH:6][CH:7]=1 |f:1.2|. Reported procedure: A solution of 1.42 g of 13 in 25 ml of dry tetrahydrofuran was added drop-by-drop to a solution of lithium hexamethyldisilazide (prepared by adding 5.7 ml of a 2.2M solution of n-butyllithium in hexane drop-by-drop to a solution of 2.7 ml of hexamethyldisilazane and 1.9 ml of tetramethylethylenediamine in tetrahydrofuran) in 15 ml of dry tetrahydrofuran, at -78° C., under argon. The resulting solution was stirred for one hour at -78° C., then a solution of 0.96 g of phenylselenenyl chloride in 1...